From a dataset of the Open Reaction Database (ORD), a public repository of structured organic reaction records. describe an organic reaction: reactants, conditions, products, and yield The reactants are 220g, C(CCCCCCCC)C1=CC=C(C=C1)O (p-nonyl phenol), C=O (formaldehyde), C=O (paraformaldehyde), S(O)(O)(=O)=O (sulphuric acid), 75g, C=1(C(=CC=CC1)C)C (xylene), [OH-].[Na+] (caustic soda), P(O)(O)(O)=O (phosphoric acid), C=O (formaldehyde). Conditions: temperature 40 celsius, time 4.5 hour. Yields the product C(O)C(CCCCCCCCC1=C(C=CC=C1)O)CO (dimethylol nonyl phenol). As a reaction SMILES: [CH2:1]([C:10]1[CH:15]=[CH:14][C:13]([OH:16])=CC=1)[CH2:2][CH2:3][CH2:4][CH2:5]CCCC.[CH2:17]=[O:18].[OH-:19].[Na+].S(=O)(=O)(O)O.P(=O)(O)(O)O.[C:31]1([CH3:38])[C:32](C)=[CH:33][CH:34]=[CH:35][CH:36]=1>>[CH2:17]([CH:14]([CH2:13][OH:16])[CH2:15][CH2:10][CH2:1][CH2:2][CH2:3][CH2:4][CH2:5][CH2:38][C:31]1[CH:36]=[CH:35][CH:34]=[CH:33][C:32]=1[OH:19])[OH:18] |f:2.3|. Reported procedure: 220g of p-nonyl phenol, 50 g of aqueous (30%) formaldehyde and 50 g of (90%) paraformaldehyde are dissolved or suspended accompanied by stirring at 40° C and over a period of half an hour 80 g of 33% caustic soda solution are added. The temperature rises to 60° C. This temperature is maintained initially by cooling then later by heating, until the free formaldehyde content drops to 1.8 - 2%, which takes 4-5 hours. 75g of xylene are then added, followed by cooling to 40° C and the pH is adjusted ... The reactants are Cc1ccccc1, O=C(Cl)Cl, COC(=O)N(Cc1cc(C(F)(F)F)cc(C(F)(F)F)c1)C1CC(C2CC2)Nc2ccc(C(F)(F)F)cc21. The product is COC(=O)N(Cc1cc(C(F)(F)F)cc(C(F)(F)F)c1)C1CC(C2CC2)N(C(=O)Cl)c2ccc(C(F)(F)F)cc21. RXN SMILES: [CH3:42][c:43]1[cH:44][cH:45][cH:46][cH:47][cH:48]1.[Cl:38][C:39]([Cl:40])=[O:41].[F:1][C:2]([c:3]1[cH:4][c:5]([CH2:6][N:7]([CH:8]2[CH2:9][CH:10]([CH:22]3[CH2:23][CH2:24]3)[NH:11][c:12]3[cH:13][cH:14][c:15]([C:18]([F:19])([F:20])[F:21])[cH:16][c:17]32)[C:25](=[O:26])[O:27][CH3:28])[cH:29][c:30]([C:32]([F:33])([F:34])[F:35])[cH:31]1)([F:36])[F:37]>>[F:1][C:2]([c:3]1[cH:4][c:5]([CH2:6][N:7]([CH:8]2[CH2:9][CH:10]([CH:22]3[CH2:23][CH2:24]3)[N:11]([C:39]([Cl:38])=[O:41])[c:12]3[cH:13][cH:14][c:15]([C:18]([F:19])([F:20])[F:21])[cH:16][c:17]32)[C:25](=[O:26])[O:27][CH3:28])[cH:29][c:30]([C:32]([F:33])([F:34])[F:35])[cH:31]1)([F:36])[F:37]. The reactants are CC(=O)O[BH-](OC(C)=O)OC(C)=O, O=C([O-])O, COc1cnc2ccc(=O)n(CC=O)c2n1, CO, ClC(Cl)Cl, [Na+], [Na+], CC(C)(C)OC(=O)N(Cc1cc2c(nn1)OCCO2)C1CCNCC1. The product is COc1cnc2ccc(=O)n(CCN3CCC(N(Cc4cc5c(nn4)OCCO5)C(=O)OC(C)(C)C)CC3)c2n1. RXN SMILES: [C:42]([O:43][BH-:44]([O:45][C:46](=[O:47])[CH3:48])[O:49][C:50](=[O:51])[CH3:52])(=[O:53])[CH3:54].[C:56](=[O:57])([OH:58])[O-:59].[CH3:1][O:2][c:3]1[cH:4][n:5][c:6]2[c:7]([n:8]1)[n:9]([CH2:14][CH:15]=[O:16])[c:10](=[O:13])[cH:11][cH:12]2.[CH3:65][OH:66].[CH:61]([Cl:62])([Cl:63])[Cl:64].[Na+:55].[Na+:60].[n:17]1[n:18][c:19]([CH2:27][N:28]([C:29]([O:30][C:31]([CH3:32])([CH3:33])[CH3:34])=[O:35])[CH:36]2[CH2:37][CH2:38][NH:39][CH2:40][CH2:41]2)[cH:20][c:21]2[c:22]1[O:23][CH2:24][CH2:25][O:26]2>>[CH3:1][O:2][c:3]1[cH:4][n:5][c:6]2[c:7]([n:8]1)[n:9]([CH2:14][CH2:15][N:39]1[CH2:38][CH2:37][CH:36]([N:28]([CH2:27][c:19]3[n:18][n:17][c:22]4[c:21]([cH:20]3)[O:26][CH2:25][CH2:24][O:23]4)[C:29]([O:30][C:31]([CH3:32])([CH3:33])[CH3:34])=[O:35])[CH2:41][CH2:40]1)[c:10](=[O:13])[cH:11][cH:12]2. Starting materials: CC#N, O=C1CCC(=O)N1I, N#N, O=C(O)c1ccc(O)cc1. Product: O=C(O)c1ccc(O)c(I)c1. Reaction SMILES: [CH3:21][C:22]#[N:23].[I:13][N:14]1[C:15](=[O:16])[CH2:17][CH2:18][C:19]1=[O:20].[N:11]#[N:12].[OH:1][c:2]1[cH:3][cH:4][c:5]([C:6](=[O:7])[OH:8])[cH:9][cH:10]1>>[OH:1][c:2]1[c:3]([I:13])[cH:4][c:5]([C:6](=[O:7])[OH:8])[cH:9][cH:10]1. Starting materials: CCO, CCOC(=O)C(=O)c1csc(NC(=O)NC2CCCCC2)n1, [Cl-], N, [NH4+], O=C(O)CN1C(=O)CSC1=S. Product: CCOC(=O)C(=C1SC(=S)N(CC(=O)O)C1=O)c1csc(NC(=O)NC2CCCCC2)n1. Reaction SMILES: [CH3:37][CH2:38][OH:39].[CH:1]1([NH:7][C:8]([NH:9][c:10]2[s:11][cH:12][c:13]([C:15]([C:16](=[O:17])[O:18][CH2:19][CH3:20])=[O:21])[n:14]2)=[O:22])[CH2:2][CH2:3][CH2:4][CH2:5][CH2:6]1.[Cl-:34].[NH3:36].[NH4+:35].[S:23]1[C:24](=[S:25])[N:26]([CH2:30][C:31](=[O:32])[OH:33])[C:27](=[O:28])[CH2:29]1>>[CH:1]1([NH:7][C:8]([NH:9][c:10]2[s:11][cH:12][c:13]([C:15]([C:16](=[O:17])[O:18][CH2:19][CH3:20])=[C:29]3[S:23][C:24](=[S:25])[N:26]([CH2:30][C:31](=[O:32])[OH:33])[C:27]3=[O:28])[n:14]2)=[O:22])[CH2:2][CH2:3][CH2:4][CH2:5][CH2:6]1. Reactants: CN1CCC2=CC(=CC=C12)[N+](=O)[O-] (1-methyl-5-nitro-2,3-dihydro-1H-indole), stannous chloride dihydrate, [OH-].[Na+] (sodium hydroxide). The solvent is C(C)(=O)OCC (ethyl acetate). Reaction conditions: time 8 hour. The product is CN1CCC2=CC(=CC=C12)N (1-methyl-2,3-dihydro-1H-indol-5-ylamine). The yield is 71.7%. Reaction SMILES: [CH3:1][N:2]1[C:10]2[C:5](=[CH:6][C:7]([N+:11]([O-])=O)=[CH:8][CH:9]=2)[CH2:4][CH2:3]1.[OH-].[Na+]>C(OCC)(=O)C>[CH3:1][N:2]1[C:10]2[C:5](=[CH:6][C:7]([NH2:11])=[CH:8][CH:9]=2)[CH2:4][CH2:3]1 |f:1.2|. Procedure details: To a solution of 1-methyl-5-nitro-2,3-dihydro-1H-indole (0.2 g, 1.13 mmol) in ethyl acetate (12 ml) was added stannous chloride dihydrate (1.26 g, 5.6 mmol) and the reaction mixture was stirred overnight at room temperature. The reaction was then neutralized with aqueous sodium hydroxide solution. The organic layer was separated, washed with water, dried, and then concentrated to oil. The crude compound was purified by column chromatography over silica gel using ethyl acetate/pet ether (1:1) as ... Starting materials: C(C)(C)(C)N1S(C(=CC1=O)C1=CC(=CC=C1)OCCCO)(=O)=O (2-tert-Butyl-5-[3-(3-hydroxy-propoxy)-phenyl]-1,1-dioxo-1,2-dihydro-1λ6-isothiazol-3-one), OC1=C(C(=O)OC)C(=CC=C1)O (methyl 2,6-dihydroxybenzoate), C1(=CC=CC=C1)P(C1=CC=CC=C1)C1=CC=CC=C1 (triphenylphosphine), N(=NC(=O)OC(C)C)C(=O)OC(C)C (diisopropyl azodicarboxylate). Solvent: O1CCCC1 (tetrahydrofuran). Conditions: temperature 25 celsius, time 2 hour. The product is COC(C1=C(C=CC=C1O)OCCCC1=CC(=CC=C1)C1=CC(N(S1(=O)=O)C(C)(C)C)=O)=O (2-{3-[3-(2-tert-Butyl-1,1,3-trioxo-2,3-dihydro-1H-1λ6-isothiazol-5-yl)-phenyl]-propoxy}-6-hydroxy-benzoic acid methyl ester). As a reaction SMILES: [C:1]([N:5]1[C:9](=[O:10])[CH:8]=[C:7]([C:11]2[CH:16]=[CH:15][CH:14]=[C:13](OCCCO)[CH:12]=2)[S:6]1(=[O:23])=[O:22])([CH3:4])([CH3:3])[CH3:2].[OH:24][C:25]1[CH:34]=[CH:33][CH:32]=[C:31]([OH:35])[C:26]=1[C:27]([O:29][CH3:30])=[O:28].[C:36]1(P(C2C=CC=CC=2)C2C=CC=CC=2)[CH:41]=CC=C[CH:37]=1.N(C(OC(C)C)=O)=NC(OC(C)C)=O>O1CCCC1>[CH3:30][O:29][C:27](=[O:28])[C:26]1[C:25]([OH:24])=[CH:34][CH:33]=[CH:32][C:31]=1[O:35][CH2:37][CH2:36][CH2:41][C:13]1[CH:14]=[CH:15][CH:16]=[C:11]([C:7]2[S:6](=[O:22])(=[O:23])[N:5]([C:1]([CH3:2])([CH3:3])[CH3:4])[C:9](=[O:10])[CH:8]=2)[CH:12]=1. Reported procedure: A solution of 4.08-C (0.21 g, 0.6 mmol), methyl 2,6-dihydroxybenzoate (0.13 g, 0.8 mmol), and triphenylphosphine (0.22 g, 0.8 mmol) in tetrahydrofuran (1.5 mL) was treated with diisopropyl azodicarboxylate (0.18 mL, 0.9 mmol) dropwise at 0° C. The reaction mixture was stirred at 25° C. for 2 h. The reaction mixture was concentrated to give a crude residue which was purified using flash column chromatography (100% hexane to 25% ethyl acetate/hexane) to yield 4.08-D as a white solid (0.18 g, 60%).... Procedure: To a solution of methyl 2-(cyclopropylamino)-3-nitrobenzoate (1.1 g, 4.5 mmol) in MeOH (4 mL) was added palladium 10 wt % on carbon (0.24 g, 0.23 mmol) under N2. After flushing the flask with N2 several times, the solution was stirred under a H2 balloon for 6 h. LCMS showed the reaction was complete. After filtration of the reaction mixture and rinsing with MeOH, the filtrate was collected and concentrated in vacuo. Purification of the residue by flash chromatography over silica gel column using... RXN SMILES: [CH:1]1([NH:4][C:5]2[C:14]([N+:15]([O-])=O)=[CH:13][CH:12]=[CH:11][C:6]=2[C:7]([O:9][CH3:10])=[O:8])[CH2:3][CH2:2]1>CO.[Pd]>[NH2:15][C:14]1[C:5]([NH:4][CH:1]2[CH2:3][CH2:2]2)=[C:6]([CH:11]=[CH:12][CH:13]=1)[C:7]([O:9][CH3:10])=[O:8]. Run at time 6 hour. Reagents/catalysts: [Pd] (palladium). Yields the product NC=1C(=C(C(=O)OC)C=CC1)NC1CC1 (methyl 3-amino-2-(cyclopropylamino)benzoate). Reactants: C1(CC1)NC1=C(C(=O)OC)C=CC=C1[N+](=O)[O-] (methyl 2-(cyclopropylamino)-3-nitrobenzoate). Solvent: CO (MeOH).